The task is: describe an organic reaction: reactants, conditions, products, and yield. This data is from the Open Reaction Database (ORD), a public repository of structured organic reaction records. Reactants: BrC1=COC=2C1=NC(=CC2)C(=O)OCC (ethyl 3-bromofuro[3,2-b]pyridine-5-carboxylate), CSC1=CC=C(C=C1)B(O)O ([4-(methylthio)phenyl]boronic acid). Procedure details: In the same manner as in Reference Example 19 and using ethyl 3-bromofuro[3,2-b]pyridine-5-carboxylate instead of methyl 3-iodoimidazo[1,2-a]pyridine-6-carboxylate and [4-(methylthio)phenyl]boronic acid instead of (4-methoxyphenyl)boronic acid, the title compound (yield 32%) was obtained as colorless crystals. Yield: 32.0%. Reaction SMILES: Br[C:2]1[C:6]2=[N:7][C:8]([C:11]([O:13][CH2:14][CH3:15])=[O:12])=[CH:9][CH:10]=[C:5]2[O:4][CH:3]=1.[CH3:16][S:17][C:18]1[CH:23]=[CH:22][C:21](B(O)O)=[CH:20][CH:19]=1>>[CH3:16][S:17][C:18]1[CH:23]=[CH:22][C:21]([C:2]2[C:6]3=[N:7][C:8]([C:11]([O:13][CH2:14][CH3:15])=[O:12])=[CH:9][CH:10]=[C:5]3[O:4][CH:3]=2)=[CH:20][CH:19]=1. Product: CSC1=CC=C(C=C1)C1=COC=2C1=NC(=CC2)C(=O)OCC (ethyl 3-[4-(methylthio)phenyl]furo[3,2-b]pyridine-5-carboxylate). Starting materials: C(C1=CC=CC=C1)(C1=CC=CC=C1)(C1=CC=CC=C1)SCCC(=O)OCCCCCCCCCCCOC1=CC=C(C=C1)C (11-(p-tolyloxy)undecyl 3-(tritylthio)propioate), C(C)[SiH](CC)CC (triethylsilane). Solvent: FC(C(=O)O)(F)F (trifluoroacetic acid). The product is SCCC(=O)OCCCCCCCCCCCOC1=CC=C(C=C1)C (11-(p-tolyloxy)undecyl 3-mercaptopropioate). RXN SMILES: C([S:20][CH2:21][CH2:22][C:23]([O:25][CH2:26][CH2:27][CH2:28][CH2:29][CH2:30][CH2:31][CH2:32][CH2:33][CH2:34][CH2:35][CH2:36][O:37][C:38]1[CH:43]=[CH:42][C:41]([CH3:44])=[CH:40][CH:39]=1)=[O:24])(C1C=CC=CC=1)(C1C=CC=CC=1)C1C=CC=CC=1.C([SiH](CC)CC)C>FC(F)(F)C(O)=O>[SH:20][CH2:21][CH2:22][C:23]([O:25][CH2:26][CH2:27][CH2:28][CH2:29][CH2:30][CH2:31][CH2:32][CH2:33][CH2:34][CH2:35][CH2:36][O:37][C:38]1[CH:39]=[CH:40][C:41]([CH3:44])=[CH:42][CH:43]=1)=[O:24]. Procedure: The compound 17 (1.11 g) was weighed and poured into a 100-ml round-bottomed flask, and 10 ml of trifluoroacetic acid was added and stirred, to obtain an orange-colored homogenous solution. After 0.9 ml of triethylsilane was added to generate a white-colored precipitate, the supernatant solution (transparent) was distilled away under reduced pressure. The solid obtained was purified by chromatography, and 0.6 g of the compound e, which was a white solid, was obtained. Reactants: ClCCl, COc1c(C)cnc(Cn2nc3cc(CCO)c4c-3c(n2)C(N(C(=O)OC(C)(C)C)C(=O)OC(C)(C)C)=NSC4)c1C, O=C(O)C(F)(F)F. Yields the product COc1c(C)cnc(Cn2nc3cc(CCO)c4c-3c(n2)C(N)=NSC4)c1C. RXN SMILES: [Cl:50][CH2:51][Cl:52].[OH:1][CH2:2][CH2:3][c:4]1[cH:5][c:6]2[n:31][n:30]([CH2:32][c:33]3[n:34][cH:35][c:36]([CH3:42])[c:37]([O:40][CH3:41])[c:38]3[CH3:39])[n:29][c:8]3[c:7]-2[c:13]1[CH2:12][S:11][N:10]=[C:9]3[N:14]([C:15]([O:16][C:17]([CH3:18])([CH3:19])[CH3:20])=[O:21])[C:22]([O:23][C:24]([CH3:25])([CH3:26])[CH3:27])=[O:28].[OH:43][C:44]([C:45]([F:46])([F:47])[F:48])=[O:49]>>[OH:1][CH2:2][CH2:3][c:4]1[cH:5][c:6]2[n:31][n:30]([CH2:32][c:33]3[n:34][cH:35][c:36]([CH3:42])[c:37]([O:40][CH3:41])[c:38]3[CH3:39])[n:29][c:8]3[c:7]-2[c:13]1[CH2:12][S:11][N:10]=[C:9]3[NH2:14]. The reactants are COC1=C(C=CC=2C=C3N(CCC4=CC5=C(C=C34)OCO5)C(C12)(C)C)OC (9,10-dimethoxy-8,8-dimethyl-5,8-dihydro-6H-[1,3]dioxolo[4,5-g]isoquino[3,2-a]isoquinoline), ICl (Iodine monochloride). The solvent is ClCCl (dichloromethane). Run at temperature 25 celsius, time 72 hour. Yields the product ClC=1C=2C=C3N(CCC4=CC5=C(C=C34)OCO5)C(C2C(=C(C1)OC)OC)(C)C (12-chloro-9,10-dimethoxy-8,8-dimethyl-5,8-dihydro-6H-[1,3]dioxolo[4,5-g]isoquino[3,2-a]isoquinoline). Yield: 4.8%. RXN SMILES: [CH3:1][O:2][C:3]1[C:23]2[C:22]([CH3:25])([CH3:24])[N:10]3[CH2:11][CH2:12][C:13]4[C:18]([C:9]3=[CH:8][C:7]=2[CH:6]=[CH:5][C:4]=1[O:26][CH3:27])=[CH:17][C:16]1[O:19][CH2:20][O:21][C:15]=1[CH:14]=4.I[Cl:29]>ClCCl>[Cl:29][C:6]1[C:7]2[CH:8]=[C:9]3[C:18]4[C:13](=[CH:14][C:15]5[O:21][CH2:20][O:19][C:16]=5[CH:17]=4)[CH2:12][CH2:11][N:10]3[C:22]([CH3:24])([CH3:25])[C:23]=2[C:3]([O:2][CH3:1])=[C:4]([O:26][CH3:27])[CH:5]=1. Procedure details: To a solution of 9,10-dimethoxy-8,8-dimethyl-5,8-dihydro-6H-[1,3]dioxolo[4,5-g]isoquino[3,2-a]isoquinoline (182 mg, 0.5 mmol) in anhydrous dichloromethane (20 mL) at 25° C. was added Iodine monochloride (0.57 g, 3.5 mmol). After stirring in the dark at 25° C. for 72 h, the reaction was washed twice with aqueous 10% sodium thiosulfate solution (2×50 mL) to remove excessive iodine monochloride, dried over anhydrous sodium sulfate and concentrated in vacuo. Purification by Waters Automated Flash Sy... Reactants: O=C([O-])[O-], C1COCCO1, CB(O)O, CC(C)(C)OC(=O)NC1(c2ccc(-c3c(-c4ccccc4)oc4c(Cl)nccc4c3=O)cc2)CCC1, [K+], [K+]. Yields the product Cc1nccc2c(=O)c(-c3ccc(C4(NC(=O)OC(C)(C)C)CCC4)cc3)c(-c3ccccc3)oc12. RXN SMILES: [C:41](=[O:42])([O-:43])[O-:44].[CH2:47]1[O:48][CH2:49][CH2:50][O:51][CH2:52]1.[CH3:37][B:38]([OH:39])[OH:40].[Cl:1][c:2]1[n:3][cH:4][cH:5][c:6]2[c:7]1[o:8][c:9](-[c:31]1[cH:32][cH:33][cH:34][cH:35][cH:36]1)[c:10](-[c:13]1[cH:14][cH:15][c:16]([C:19]3([NH:23][C:24]([O:25][C:26]([CH3:27])([CH3:28])[CH3:29])=[O:30])[CH2:20][CH2:21][CH2:22]3)[cH:17][cH:18]1)[c:11]2=[O:12].[K+:45].[K+:46]>>[c:2]1([CH3:37])[n:3][cH:4][cH:5][c:6]2[c:7]1[o:8][c:9](-[c:31]1[cH:32][cH:33][cH:34][cH:35][cH:36]1)[c:10](-[c:13]1[cH:14][cH:15][c:16]([C:19]3([NH:23][C:24]([O:25][C:26]([CH3:27])([CH3:28])[CH3:29])=[O:30])[CH2:20][CH2:21][CH2:22]3)[cH:17][cH:18]1)[c:11]2=[O:12]. The reactants are OC(CN)C1=CC(=CC=C1)Cl (2-hydroxy-2(3-chlorophenyl)ethanamine), OCCOC1=CC=C(C=C1)CCC(C)=O (4-[4-(2-hydroxyethoxy)phenyl]butan-2-one), O (water). Run in CO (methanol), ClCCl (dichloromethane), C1=CC=CC=C1 (benzene). The product is OCCOC1=CC=C(C=C1)CCC(C)NCC(C1=CC(=CC=C1)Cl)O (N-[3-(4-(2-Hydroxyethoxy)phenyl)-1-methylpropyl]-2-hydroxy-2-(3-chlorophenyl)ethanamine). As a reaction SMILES: [OH:1][CH:2]([C:5]1[CH:10]=[CH:9][CH:8]=[C:7]([Cl:11])[CH:6]=1)[CH2:3][NH2:4].[OH:12][CH2:13][CH2:14][O:15][C:16]1[CH:21]=[CH:20][C:19]([CH2:22][CH2:23][C:24](=O)[CH3:25])=[CH:18][CH:17]=1.O>C1C=CC=CC=1.CO.ClCCl>[OH:12][CH2:13][CH2:14][O:15][C:16]1[CH:21]=[CH:20][C:19]([CH2:22][CH2:23][CH:24]([NH:4][CH2:3][CH:2]([OH:1])[C:5]2[CH:10]=[CH:9][CH:8]=[C:7]([Cl:11])[CH:6]=2)[CH3:25])=[CH:18][CH:17]=1. Procedure details: A mixture of 2-hydroxy-2(3-chlorophenyl)ethanamine (2.87 g) and 4-[4-(2-hydroxyethoxy)phenyl]butan-2-one (3.48 g) in benzene (250 ml) was treated under reflux in a Dean and Stark apparatus until water evolution was complete. The solvent was evaporated, the residue dissolved in methanol (200 ml) and cooled in ice. Sodium borohydride (5.3 g) was added in portions over 30 minutes. After a further hour at ambient temperature, the solvent was evaporated and the residue partitioned between water and e... The reactants are [OH-].[Na+] (sodium hydroxide), N1(CCCCC1)CCCOC1=CC=C(C=O)C=C1 (4-(3-Piperidin-1-yl-propoxy)-benzaldehyde), C(C)(C)N1CCNCC1 (1-isopropyl-piperazine), C(C)(=O)O[BH-](OC(C)=O)OC(C)=O.[Na+] (sodium triacetoxyborohydride), C(Cl)Cl (DCM). Solvent: C(C)(=O)O (acetic acid). Run at time 16 hour. The product is N.C(Cl)Cl (ammonia DCM), C(C)(C)N1CCN(CC1)CC1=CC=C(C=C1)OCCCN1CCCCC1 (1-Isopropyl-4-[4-(3-piperidin-1-yl-propoxy)-benzyl]-piperazine). Isolated yield 1.0%. Reaction SMILES: [N:1]1([CH2:7][CH2:8][CH2:9][O:10][C:11]2[CH:18]=[CH:17][C:14]([CH:15]=O)=[CH:13][CH:12]=2)[CH2:6][CH2:5][CH2:4][CH2:3][CH2:2]1.[CH:19]([N:22]1[CH2:27][CH2:26][NH:25][CH2:24][CH2:23]1)([CH3:21])[CH3:20].C(O[BH-](OC(=O)C)OC(=O)C)(=O)C.[Na+].[OH-].[Na+].[CH2:44]([Cl:46])[Cl:45]>C(O)(=O)C>[NH3:1].[CH2:44]([Cl:46])[Cl:45].[CH:19]([N:22]1[CH2:27][CH2:26][N:25]([CH2:15][C:14]2[CH:17]=[CH:18][C:11]([O:10][CH2:9][CH2:8][CH2:7][N:1]3[CH2:6][CH2:5][CH2:4][CH2:3][CH2:2]3)=[CH:12][CH:13]=2)[CH2:24][CH2:23]1)([CH3:21])[CH3:20] |f:2.3,4.5,8.9|. Procedure: A solution of the product of Example 9 (200 mg), 1-isopropyl-piperazine (100 mg), and acetic acid (0.05 mL) in DCM (3 mL) was treated with sodium triacetoxyborohydride (290 mg). After 16 h, the resulting mixture was treated with 10% sodium hydroxide (5 mL) and extracted with DCM (3×10 mL). The combined organic phases were dried (sodium sulfate) and evaporated. Chromatography of the residue (1-5% 2 M methanolic ammonia/DCM) gave the title compound as a colorless oil (225 mg). 1H NMR (400 MHz, CDC... Reactants: CC(=O)OCC1(COCc2ccccc2)OC(OC(C)=O)C(OC(C)=O)C1OCc1ccccc1, CC#N, C[Si](C)(C)OS(=O)(=O)C(F)(F)F, O=c1cc[nH]c(=O)[nH]1. Yields the product CC(=O)OCC1(COCc2ccccc2)OC(n2ccc(=O)[nH]c2=O)C(OC(C)=O)C1OCc1ccccc1. Reaction SMILES: [C:1]([CH3:2])(=[O:3])[O:4][CH2:5][C:6]1([CH2:27][O:28][CH2:29][c:30]2[cH:31][cH:32][cH:33][cH:34][cH:35]2)[CH:7]([O:19][CH2:20][c:21]2[cH:22][cH:23][cH:24][cH:25][cH:26]2)[CH:8]([O:15][C:16]([CH3:17])=[O:18])[CH:9]([O:10][C:11](=[O:12])[CH3:13])[O:14]1.[CH3:56][C:57]#[N:58].[S:44]([O:45][Si:46]([CH3:47])([CH3:48])[CH3:49])([C:50]([F:51])([F:52])[F:53])(=[O:54])=[O:55].[nH:36]1[c:37](=[O:38])[nH:39][c:40](=[O:41])[cH:42][cH:43]1>>[C:1]([CH3:2])(=[O:3])[O:4][CH2:5][C:6]1([CH2:27][O:28][CH2:29][c:30]2[cH:31][cH:32][cH:33][cH:34][cH:35]2)[CH:7]([O:19][CH2:20][c:21]2[cH:22][cH:23][cH:24][cH:25][cH:26]2)[CH:8]([O:15][C:16]([CH3:17])=[O:18])[CH:9]([n:36]2[c:37](=[O:38])[nH:39][c:40](=[O:41])[cH:42][cH:43]2)[O:14]1. Reactants: C(C)(=O)NC1=NC2=CC=C(C=C2C(=C1)C1=CC=CC=C1)Cl (2-acetylamino-6-chloro-4-phenylquinoline), [N+](=O)(O)[O-] (HNO3), ice water. Reaction conditions: time 30 minute. The product is C(C)(=O)NC1=NC2=CC=C(C=C2C(=C1)C1=CC=C(C=C1)[N+](=O)[O-])Cl (2-Acetylamino-6-chloro-4-(4-nitrophenyl)quinoline). As a reaction SMILES: [C:1]([NH:4][C:5]1[CH:14]=[C:13]([C:15]2[CH:20]=[CH:19][CH:18]=[CH:17][CH:16]=2)[C:12]2[C:7](=[CH:8][CH:9]=[C:10]([Cl:21])[CH:11]=2)[N:6]=1)(=[O:3])[CH3:2].[N+:22]([O-])([OH:24])=[O:23]>>[C:1]([NH:4][C:5]1[CH:14]=[C:13]([C:15]2[CH:16]=[CH:17][C:18]([N+:22]([O-:24])=[O:23])=[CH:19][CH:20]=2)[C:12]2[C:7](=[CH:8][CH:9]=[C:10]([Cl:21])[CH:11]=2)[N:6]=1)(=[O:3])[CH3:2]. Procedure details: 200 mg of 2-acetylamino-6-chloro-4-phenylquinoline were introduced in portions into 4 ml of 100% strength HNO3 at 0° C. and stirred at 0° C. to 5° C. for 30 min, and the reaction mixture was poured into ice-water. Neutralization with 2N NaOH was followed by extraction with ethyl acetate and removal of the solvent by distillation. The solid residue was boiled several times with diisopropyl ether, and the solvent of the filtrate was evaporated until the substance separated out as crystals.